Dataset: the Open Reaction Database (ORD), a public repository of structured organic reaction records. Task: describe an organic reaction: reactants, conditions, products, and yield The reactants are CC1=C(C(=O)CCC(=O)O)C=CC=C1[N+](=O)[O-] (3-(2-methyl-3-nitrobenzoyl)propionic acid), ferrous sulphate. Solvent: [OH-].[NH4+] (ammonium hydroxide). Yields the product NC=1C(=C(C(=O)CCC(=O)O)C=CC1)C (3-(3-amino-2-methylbenzoyl)propionic acid). RXN SMILES: [CH3:1][C:2]1[C:14]([N+:15]([O-])=O)=[CH:13][CH:12]=[CH:11][C:3]=1[C:4]([CH2:6][CH2:7][C:8]([OH:10])=[O:9])=[O:5]>[OH-].[NH4+]>[NH2:15][C:14]1[C:2]([CH3:1])=[C:3]([CH:11]=[CH:12][CH:13]=1)[C:4]([CH2:6][CH2:7][C:8]([OH:10])=[O:9])=[O:5] |f:1.2|. Procedure: 3-(2-methyl-3-nitrobenzoyl)propionic acid in ammonium hydroxide solution was reduced with ferrous sulphate to give 3-(3-amino-2-methylbenzoyl)propionic acid. Starting materials: [N+](=O)(O)[O-] (nitric acid), ClC1=C(C(=NC=2N1N=CC2)C(=O)OCC)CCCl (ethyl 7-chloro-6-(2-chloro-ethyl)pyrazolo[1,5-a]pyrimidine-5-carboxylate), ice water, resultant mixture, resultant mixture, ice water. Reagents/catalysts: S(O)(O)(=O)=O (sulfuric acid). Solvent: C(C)(=O)OC(C)=O (acetic anhydride), C(C)(=O)OC(C)=O (acetic anhydride). Yields the product ClC1=C(C(=NC=2N1N=CC2[N+](=O)[O-])C(=O)OCC)CCCl (ethyl 7-chloro-6-(2-chloroethyl)-3-nitropyrazolo[1,5-a]pyrimidine-5-carboxylate). Yield: 7.6%. RXN SMILES: [N+:1]([O-:4])(O)=[O:2].[Cl:5][C:6]1[N:11]2[N:12]=[CH:13][CH:14]=[C:10]2[N:9]=[C:8]([C:15]([O:17][CH2:18][CH3:19])=[O:16])[C:7]=1[CH2:20][CH2:21][Cl:22]>S(=O)(=O)(O)O.C(OC(=O)C)(=O)C>[Cl:5][C:6]1[N:11]2[N:12]=[CH:13][C:14]([N+:1]([O-:4])=[O:2])=[C:10]2[N:9]=[C:8]([C:15]([O:17][CH2:18][CH3:19])=[O:16])[C:7]=1[CH2:20][CH2:21][Cl:22]. Procedure: While stirring at room temperature, 8.12 g of synthetic zeolite A-4 powder were added to a solution of 8.12 g (97.70 mmol) of 3-aminopyrazole in 32 ml of acetic acid. Furthermore, a solution of 8.19 g (97.78 mmol) of ethyl (tetrahydro-2-oxo-3-furyl)glyoxylate obtained in Example 25 in 40 ml of acetic acid was added dropwise over 2 minutes while cooling with ice water and stirring, and the mixture was stirred for 4 hours at room temperature. Thereafter, insoluble matter was removed by filtration,...